Dataset: the Open Reaction Database (ORD), a public repository of structured organic reaction records. Task: describe an organic reaction: reactants, conditions, products, and yield Reactants: ClC=1C=CC2=C(C(N3[C@H](C=4N2C=NC4)CCC3)=O)C1 ((S)-7-chloro-11,12,13,13a-tetrahydro-9H-imidazo[1,5-a]pyrrolo[2,1-c][1,4]benzodiazepin-9-one), ClN1C(CCC1=O)=O (N-chlorosuccinimide), O (water). The solvent is CN(C=O)C (dimethylformamide). Product: ClC=1N=CN2C1[C@H]1N(C(C3=C2C=CC(=C3)Cl)=O)CCC1 ((S)-1,7-dichloro-11,12,13,13a-tetrahydro-9H-imidazo[1,5-a]pyrrolo[2,1-c][1,4]benzodiazepin-9-one). Procedure details: 3 g (11 mmol) of (S)-7-chloro-11,12,13,13a-tetrahydro-9H-imidazo[1,5-a]pyrrolo[2,1-c][1,4]benzodiazepin-9-one in 30 ml of dimethylformamide are stirred at 90° for 30 minutes with 1.60 g of N-chlorosuccinimide. The solution is poured into water and extracted with chloroform. The chloroform extracts are washed several times with water, dried over magnesium sulphate and evaporated. By chromatography on a silica gel column and subsequent recrystallization from ethyl acetate there is obtained (S)-1,7... RXN SMILES: [Cl:1][C:2]1[CH:3]=[CH:4][C:5]2[N:11]3[CH:12]=[N:13][CH:14]=[C:10]3[C@@H:9]3[CH2:15][CH2:16][CH2:17][N:8]3[C:7](=[O:18])[C:6]=2[CH:19]=1.[Cl:20]N1C(=O)CCC1=O.O>CN(C)C=O>[Cl:20][C:14]1[N:13]=[CH:12][N:11]2[C:5]3[CH:4]=[CH:3][C:2]([Cl:1])=[CH:19][C:6]=3[C:7](=[O:18])[N:8]3[CH2:17][CH2:16][CH2:15][C@H:9]3[C:10]=12. Reactants: COC(CC=1N(C(C(=C(N1)C(=O)NCC1=CC=C(C=C1)F)O)=O)C)OC (2-(2,2-dimethoxyethyl)-N-(4-fluorobenzyl)-5-hydroxy-1-methyl-6-oxo-1,6-dihydropyrimidine-4-carboxamide), Cl (HCl). Product: FC1=CC=C(CNC(=O)C=2N=C(N(C(C2O)=O)C)CC=O)C=C1 (N-(4-fluorobenzyl)-5-hydroxy-1-methyl-6-oxo-2-(2-oxoethyl)-1,6-dihydropyrimidine-4-carboxamide). As a reaction SMILES: C[O:2][CH:3](OC)[CH2:4][C:5]1[N:6]([CH3:24])[C:7](=[O:23])[C:8]([OH:22])=[C:9]([C:11]([NH:13][CH2:14][C:15]2[CH:20]=[CH:19][C:18]([F:21])=[CH:17][CH:16]=2)=[O:12])[N:10]=1.Cl>>[F:21][C:18]1[CH:17]=[CH:16][C:15]([CH2:14][NH:13][C:11]([C:9]2[N:10]=[C:5]([CH2:4][CH:3]=[O:2])[N:6]([CH3:24])[C:7](=[O:23])[C:8]=2[OH:22])=[O:12])=[CH:20][CH:19]=1. Procedure: The product of Step 1 was treated with a mixture HCl 1N/for 1 hour at 40° C. Organics were removed in vacuo and residue extracted in DCM, dried over Na2SO4 and concentrated to give the title compound as a foam which was immediately reacted in the following reductive amination. Reactants: [BH3-]C#N, CC(=O)[O-], CO, [NH4+], [Na+], O=C1CCN(S(=O)(=O)c2cccc3cnccc23)CC1. Yields the product NC1CCN(S(=O)(=O)c2cccc3cnccc23)CC1. RXN SMILES: [C:26](#[N:27])[BH3-:28].[CH3:22][C:23](=[O:24])[O-:25].[CH3:30][OH:31].[NH4+:21].[Na+:29].[cH:1]1[n:2][cH:3][cH:4][c:5]2[c:6]([S:11](=[O:12])(=[O:13])[N:14]3[CH2:15][CH2:16][C:17](=[O:20])[CH2:18][CH2:19]3)[cH:7][cH:8][cH:9][c:10]12>>[cH:1]1[n:2][cH:3][cH:4][c:5]2[c:6]([S:11](=[O:12])(=[O:13])[N:14]3[CH2:15][CH2:16][CH:17]([NH2:27])[CH2:18][CH2:19]3)[cH:7][cH:8][cH:9][c:10]12. Starting materials: [BH-](OC(=O)C)(OC(=O)C)OC(=O)C.[Na+] (NaBH(OAc)3), C(=O)C1=C(C=C(C=C1)OC)C=1C=CC(=NC1)C(=O)NCCC(=O)OCC (ethyl 3-(5-(2-formyl-5-methoxyphenyl)picolinamido)propanoate), BrC1=CC=C(N)C=C1 (4-bromoaniline), CC(=O)O (AcOH). Run in CCOC(=O)C (EtOAc), ClCCCl (DCE). Product: BrC1=CC=C(C=C1)NCC1=C(C=C(C=C1)OC)C=1C=CC(=NC1)C(=O)NCCC(=O)OCC (ethyl 3-(5-(2-(((4-bromophenyl)amino)methyl)-5-methoxyphenyl)picolinamido)propanoate). RXN SMILES: [BH-](OC(C)=O)(OC(C)=O)OC(C)=O.[Na+].[CH:15]([C:17]1[CH:22]=[CH:21][C:20]([O:23][CH3:24])=[CH:19][C:18]=1[C:25]1[CH:26]=[CH:27][C:28]([C:31]([NH:33][CH2:34][CH2:35][C:36]([O:38][CH2:39][CH3:40])=[O:37])=[O:32])=[N:29][CH:30]=1)=O.[Br:41][C:42]1[CH:48]=[CH:47][C:45]([NH2:46])=[CH:44][CH:43]=1.CC(O)=O>CCOC(C)=O.ClCCCl>[Br:41][C:42]1[CH:48]=[CH:47][C:45]([NH:46][CH2:15][C:17]2[CH:22]=[CH:21][C:20]([O:23][CH3:24])=[CH:19][C:18]=2[C:25]2[CH:26]=[CH:27][C:28]([C:31]([NH:33][CH2:34][CH2:35][C:36]([O:38][CH2:39][CH3:40])=[O:37])=[O:32])=[N:29][CH:30]=2)=[CH:44][CH:43]=1 |f:0.1|. Procedure details: Solid NaBH(OAc)3 (1.3 g, 6.0 mmol) was added to a DCE solution (5 mL) of ethyl 3-(5-(2-formyl-5-methoxyphenyl)picolinamido)propanoate (1.4 g, 4.0 mmol), 4-bromoaniline (1.0 g, 6.0 mmol), and AcOH (0.23 mL, 4.0 mmol) and the resulting mixture was stirred at room temperature. After 16 h the resulting mixture diluted with EtOAc washed with water and brine, dried (Na2SO4), concentrated and purified via column chromatography to yield the title compound. The reactants are C(=O)(OC(C)(C)C)NCC(O)CS(=O)(=O)C(C)C (BOC-NHCH2CH(OH)CH2SO2CH(CH3)2), C(Cl)Cl (CH2Cl2). Product: NCC(O)CS(=O)(=O)C(C)C.Cl (H2N-CH2CH(OH)CH2SO2CH(CH3)2.HCl). As a reaction SMILES: C([NH:8][CH2:9][CH:10]([CH2:12][S:13]([CH:16]([CH3:18])[CH3:17])(=[O:15])=[O:14])[OH:11])(OC(C)(C)C)=O.C(Cl)[Cl:20]>>[NH2:8][CH2:9][CH:10]([CH2:12][S:13]([CH:16]([CH3:18])[CH3:17])(=[O:15])=[O:14])[OH:11].[ClH:20] |f:2.3|. Procedure details: BOC-NHCH2CH(OH)CH2SO2CH(CH3)2 (3.19 g, 11.35 mmole) was dissolved in 75 ml CH2Cl2 and purged with HCl gas over two hours. The mixture was stripped, triturated with ethyl ether, and filtered. The solid was washed with ethyl ether and dried giving 2.21 g of product. Reactants: CS(=O)(=O)Cl, CCN(C(C)C)C(C)C, ClCCl, O=[N+]([O-])c1cnc(NCc2ccccc2OC(F)(F)F)nc1NCC1CCC(O)CC1. Product: CS(=O)(=O)OC1CCC(CNc2nc(NCc3ccccc3OC(F)(F)F)ncc2[N+](=O)[O-])CC1. As a reaction SMILES: [CH3:32][S:33]([Cl:34])(=[O:35])=[O:36].[CH:37]([N:38]([CH:39]([CH3:40])[CH3:41])[CH2:42][CH3:43])([CH3:44])[CH3:45].[Cl:46][CH2:47][Cl:48].[N+:1](=[O:2])([O-:3])[c:4]1[c:5]([NH:23][CH2:24][CH:25]2[CH2:26][CH2:27][CH:28]([OH:31])[CH2:29][CH2:30]2)[n:6][c:7]([NH:10][CH2:11][c:12]2[c:13]([O:18][C:19]([F:20])([F:21])[F:22])[cH:14][cH:15][cH:16][cH:17]2)[n:8][cH:9]1>>[N+:1](=[O:2])([O-:3])[c:4]1[c:5]([NH:23][CH2:24][CH:25]2[CH2:26][CH2:27][CH:28]([O:31][S:33]([CH3:32])(=[O:35])=[O:36])[CH2:29][CH2:30]2)[n:6][c:7]([NH:10][CH2:11][c:12]2[c:13]([O:18][C:19]([F:20])([F:21])[F:22])[cH:14][cH:15][cH:16][cH:17]2)[n:8][cH:9]1.